This data is from the Open Reaction Database (ORD), a public repository of structured organic reaction records. The task is: describe an organic reaction: reactants, conditions, products, and yield Starting materials: BrC=1C=C2CCCN(C2=NC1C(OC)OC)C(=O)NC1=NC=C(C(=C1)NCCOC)C#N (6-bromo-N-(5-cyano-4-((2-methoxyethyl)amino)pyridin-2-yl)-7-(dimethoxymethyl)-3,4-dihydro-1,8-naphthyridine-1(2H)-carboxamide), BrC=1C=C2CCCN(C2=NC1C(OC)OC)C(=O)NC1=NC=C(C(=C1)NCCOC)C#N (6-bromo-N-(5-cyano-4-((2-methoxyethyl)amino)pyridin-2-yl)-7-(dimethoxymethyl)-3,4-dihydro-1,8-naphthyridine-1(2H)-carboxamide), S1C(=CC=C1)B1OC(C)(C)C(C)(C)O1 (thiophene-2-boronic acid pinacol ester), C(=O)([O-])[O-].[Na+].[Na+] (Na2CO3). Reagents/catalysts: C1=CC=C(C=C1)P([C-]2C=CC=C2)C3=CC=CC=C3.C1=CC=C(C=C1)P([C-]2C=CC=C2)C3=CC=CC=C3.Cl[Pd]Cl.[Fe+2] (PdCl2(dppf)). Solvent: COCCOC (DME). Run at temperature 120 celsius, time 15 minute. Yields the product C(#N)C=1C(=CC(=NC1)NC(=O)N1CCCC2=CC(=C(N=C12)C=O)C=1SC=CC1)NCCOC (N-(5-cyano-4-((2-methoxyethyl)amino)pyridin-2-yl)-7-formyl-6-(thiophen-2-yl)-3,4-dihydro-1,8-naphthyridine-1(2H)-carboxamide). As a reaction SMILES: Br[C:2]1[CH:3]=[C:4]2[C:9](=[N:10][C:11]=1[CH:12](OC)[O:13]C)[N:8]([C:17]([NH:19][C:20]1[CH:25]=[C:24]([NH:26][CH2:27][CH2:28][O:29][CH3:30])[C:23]([C:31]#[N:32])=[CH:22][N:21]=1)=[O:18])[CH2:7][CH2:6][CH2:5]2.[S:33]1[CH:37]=[CH:36][CH:35]=[C:34]1B1OC(C)(C)C(C)(C)O1.C([O-])([O-])=O.[Na+].[Na+]>COCCOC.C1C=CC(P(C2C=CC=CC=2)[C-]2C=CC=C2)=CC=1.C1C=CC(P(C2C=CC=CC=2)[C-]2C=CC=C2)=CC=1.Cl[Pd]Cl.[Fe+2]>[C:31]([C:23]1[C:24]([NH:26][CH2:27][CH2:28][O:29][CH3:30])=[CH:25][C:20]([NH:19][C:17]([N:8]2[C:9]3[C:4](=[CH:3][C:2]([C:34]4[S:33][CH:37]=[CH:36][CH:35]=4)=[C:11]([CH:12]=[O:13])[N:10]=3)[CH2:5][CH2:6][CH2:7]2)=[O:18])=[N:21][CH:22]=1)#[N:32] |f:2.3.4,6.7.8.9|. Procedure: A suspension of 6-bromo-N-(5-cyano-4-((2-methoxyethyl)amino)pyridin-2-yl)-7-(dimethoxymethyl)-3,4-dihydro-1,8-naphthyridine-1(2H)-carboxamide (intermediate 315, 50 mg, 0.099 mmol), thiophene-2-boronic acid pinacol ester (25 mg, 0.119 mmol), PdCl2(dppf) (8 mg, 10.9 μmol) and saturated aqueous Na2CO3 (140 μl) in DME (420 μl) was sealed in a vial and purged with argon. The reaction mixture was stirred at 120° C. for 15 min in a microwave. The suspension was diluted with DCM and water, phases were s... Reactants: COC(CCCCCCNCC1=CC=C(C=C1)N1N=CC=C1)=O (7-(4-pyrazol-1-yl-benzylamino)-heptanoic acid methyl ester), Cl.N1=CC(=CC=C1)S(=O)(=O)Cl (pyridine-3-sulfonyl chloride hydrochloride). The solvent is C(C)N(CC)CC (triethylamine). The product is COC(CCCCCCN(S(=O)(=O)C=1C=NC=CC1)CC1=CC=C(C=C1)N1N=CC=C1)=O (7-[(4-Pyrazol-1-yl-benzyl)-(pyridine-3-sulfonyl)-amino]-heptanoic acid methyl ester). RXN SMILES: [CH3:1][O:2][C:3](=[O:23])[CH2:4][CH2:5][CH2:6][CH2:7][CH2:8][CH2:9][NH:10][CH2:11][C:12]1[CH:17]=[CH:16][C:15]([N:18]2[CH:22]=[CH:21][CH:20]=[N:19]2)=[CH:14][CH:13]=1.Cl.[N:25]1[CH:30]=[CH:29][CH:28]=[C:27]([S:31](Cl)(=[O:33])=[O:32])[CH:26]=1>C(N(CC)CC)C>[CH3:1][O:2][C:3](=[O:23])[CH2:4][CH2:5][CH2:6][CH2:7][CH2:8][CH2:9][N:10]([CH2:11][C:12]1[CH:17]=[CH:16][C:15]([N:18]2[CH:22]=[CH:21][CH:20]=[N:19]2)=[CH:14][CH:13]=1)[S:31]([C:27]1[CH:26]=[N:25][CH:30]=[CH:29][CH:28]=1)(=[O:33])=[O:32] |f:1.2|. Procedure details: The title compound of Step A was prepared from 7-(4-pyrazol-1-yl-benzylamino)-heptanoic acid methyl ester, of Example 11f, Step A, and pyridine-3-sulfonyl chloride hydrochloride, of Preparation 2, following the method described in Example 1, Step B using triethylamine in place of N,N-diisopropylethylamine. 1H NMR (400 MHz, CDCl3) δ 8.70 (m, 1H), 7.99-7.87 (m, 3H), 7.71 (d, 1H), 7.63 (d, 2H), 7.46 (m, 1H), 7.42 (d, 2H), 6.46 (dd, 1H), 4.56 (s, 2H), 3.62 (s, 3H), 3.25 (t, 2H), 2.20 (t, 2H), 1.46 (...